describe an organic reaction: reactants, conditions, products, and yield From a dataset of the Open Reaction Database (ORD), a public repository of structured organic reaction records. Starting materials: solution, CC1=C(C(=CC=C1)C)[Mg]Br (2,6-dimethylphenylmagnesium bromide), COB(OC)OC (trimethylborate), Cl (HCl). Run in C1CCOC1 (THF), C1CCOC1 (THF). Conditions: time 18 hour. Product: CC1=C(C(=CC=C1)C)B(O)O (2,6-Dimethylphenylboronic acid). As a reaction SMILES: [CH3:1][C:2]1[CH:7]=[CH:6][CH:5]=[C:4]([CH3:8])[C:3]=1[Mg]Br.C[O:12][B:13](OC)[O:14]C.Cl>C1COCC1>[CH3:1][C:2]1[CH:7]=[CH:6][CH:5]=[C:4]([CH3:8])[C:3]=1[B:13]([OH:14])[OH:12]. Reported procedure: A 1.0 M solution of 2,6-dimethylphenylmagnesium bromide in THF (20 ml; 20 mmol) was added over 5 minutes to a solution of trimethylborate (4.5 ml; 40 mmol) in 50 ml of THF at −78° C. The reaction mixture was allowed to warm to room temperature and stir 18 hr. Mter cooling to 0° C., 50 ml of 2 N HCl was added and the resulting mixture was stirred 30 minutes at 0° C. The mixture was partitioned between water (100 ml) and CH2Cl2 (100 ml). The aqueous layer was extracted with CH2Cl2 (2×100 ml) and t... The reactants are BrC(c1ccccc1)c1ccccc1, CN(C)[S+](N(C)C)N(C)C, CC#N, [O-]C(F)(F)F, O. RXN SMILES: [Br:1][CH:2]([c:3]1[cH:4][cH:5][cH:6][cH:7][cH:8]1)[c:9]1[cH:10][cH:11][cH:12][cH:13][cH:14]1.[CH3:20][N:21]([S+:22]([N:23]([CH3:24])[CH3:25])[N:26]([CH3:27])[CH3:28])[CH3:29].[CH3:31][C:32]#[N:33].[F:15][C:16]([O-:17])([F:18])[F:19].[OH2:30]>>[CH:2]([c:3]1[cH:4][cH:5][cH:6][cH:7][cH:8]1)([c:9]1[cH:10][cH:11][cH:12][cH:13][cH:14]1)[O:17][C:16]([F:15])([F:18])[F:19]. Yields the product FC(F)(F)OC(c1ccccc1)c1ccccc1. Conditions: temperature 80 celsius, time 8 hour. Yields the product C(C)OC(=O)N1C2CC(CC1CC2)N2CCC(CC2)N(S(=O)(=O)C)C2=CC=C(C=C2)F (3-{4-[(4-Fluoro-phenyl)-methanesulfonyl-amino]-piperidin-1-yl}-8-aza-bicyclo[3.2.1]octane-8-carboxylic acid ethyl ester). Reaction SMILES: [CH2:1]([O:3][C:4]([N:6]1[CH:11]2[CH2:12][CH2:13][CH:7]1[CH2:8][CH:9]([N:14]1[CH2:19][CH2:18][CH:17]([NH:20][C:21]3[CH:26]=[CH:25][C:24]([F:27])=[CH:23][CH:22]=3)[CH2:16][CH2:15]1)[CH2:10]2)=[O:5])[CH3:2].[CH3:28][S:29](Cl)(=[O:31])=[O:30]>C(Cl)Cl>[CH2:1]([O:3][C:4]([N:6]1[CH:11]2[CH2:12][CH2:13][CH:7]1[CH2:8][CH:9]([N:14]1[CH2:15][CH2:16][CH:17]([N:20]([C:21]3[CH:22]=[CH:23][C:24]([F:27])=[CH:25][CH:26]=3)[S:29]([CH3:28])(=[O:31])=[O:30])[CH2:18][CH2:19]1)[CH2:10]2)=[O:5])[CH3:2]. Reactants: C(C)OC(=O)N1C2CC(CC1CC2)N2CCC(CC2)NC2=CC=C(C=C2)F (3-[4-(4-fluoro-phenylamino)-piperidin-1-yl]-8-aza-bicyclo[3.2.1]octane-8-carboxylic acid ethyl ester), CS(=O)(=O)Cl (MsCl). The solvent is C(Cl)Cl (DCM). Procedure: 3-[4-(4-fluoro-phenylamino)-piperidin-1-yl]-8-aza-bicyclo[3.2.1]octane-8-carboxylic acid ethyl ester (25 mg; 0.07 mmol; 1 eq.) was dissolved in dry prydine (2 mL) and MsCl (19 mg; 2.5 eq.) was added. The reaction mixture was heated to 80° C. and stirred under N2 overnight. The solution was diluted with DCM (10 mL) and washed with saturated NaHCO3 (2×20 mL). The organic layer was dried over Na2SO4, filtered, and concentrated under high vacuum to provide the product as an oil. The crude residue wa... Starting materials: NN1CCC2=CC(=CC=C12)Cl (1-amino-5-chlorindoline), C(C1=CC=CC=C1)(=O)N=C=S (benzoyl isothiocyanate), [OH-].[Na+] (sodium hydroxide). Solvent: O1CCCC1 (tetrahydrofuran). Product: ClC=1C=C2CCN(C2=CC1)NC(=S)N (1-(5-chloroindolin-1-yl)-thiourea). Reaction SMILES: [NH2:1][N:2]1[C:10]2[C:5](=[CH:6][C:7]([Cl:11])=[CH:8][CH:9]=2)[CH2:4][CH2:3]1.C([N:20]=[C:21]=[S:22])(=O)C1C=CC=CC=1.[OH-].[Na+]>O1CCCC1>[Cl:11][C:7]1[CH:6]=[C:5]2[C:10](=[CH:9][CH:8]=1)[N:2]([NH:1][C:21]([NH2:20])=[S:22])[CH2:3][CH2:4]2 |f:2.3|. Procedure: 1-amino-5-chlorindoline was reacted with benzoyl isothiocyanate in boiling tetrahydrofuran. Saponification of the resulting product with dilute aqueous sodium hydroxide under reflux for 15 minutes gave 1-(5-chloroindolin-1-yl)-thiourea (M.Pt. 199° - 200° from ethyl acetate/petroleum ether). This thiourea was heated in boiling methanol in the presence of methyliodide for 1 hour to give 1-(5-chloroindolin-1-yl)-2-methylisothiourea hydroiodide. The base was liberated with aqueous sodium hydroxide. ... Reactants: ClCCl, CSc1ccc(-c2cc(C(F)F)nn2-c2ccc(S(N)(=O)=O)cc2)cc1, O=C(OO)c1cccc(Cl)c1, O. The product is CS(=O)(=O)c1ccc(-c2cc(C(F)F)nn2-c2ccc(S(N)(=O)=O)cc2)cc1. Reaction SMILES: [CH2:39]([Cl:40])[Cl:41].[CH3:1][S:2][c:3]1[cH:4][cH:5][c:6](-[c:9]2[cH:10][c:11]([CH:24]([F:25])[F:26])[n:12][n:13]2-[c:14]2[cH:15][cH:16][c:17]([S:20](=[O:21])(=[O:22])[NH2:23])[cH:18][cH:19]2)[cH:7][cH:8]1.[Cl:27][c:28]1[cH:29][c:30]([C:35](=[O:32])[O:36][OH:37])[cH:31][cH:33][cH:34]1.[OH2:38]>>[CH3:1][S:2]([c:3]1[cH:4][cH:5][c:6](-[c:9]2[cH:10][c:11]([CH:24]([F:25])[F:26])[n:12][n:13]2-[c:14]2[cH:15][cH:16][c:17]([S:20](=[O:21])(=[O:22])[NH2:23])[cH:18][cH:19]2)[cH:7][cH:8]1)(=[O:32])=[O:38]. Starting materials: O=C([O-])[O-], Cc1cc2n(c1C(=O)c1cccn1C)CCC2C(=O)OC(C)C, CO, [K+], [K+], O. The product is Cc1cc2n(c1C(=O)c1cccn1C)CCC2C(=O)O. As a reaction SMILES: [C:26](=[O:27])([O-:28])[O-:29].[CH3:1][n:2]1[c:3]([C:7](=[O:8])[c:9]2[c:10]([CH3:23])[cH:11][c:12]3[n:13]2[CH2:14][CH2:15][CH:16]3[C:17](=[O:18])[O:19][CH:20]([CH3:21])[CH3:22])[cH:4][cH:5][cH:6]1.[CH3:24][OH:25].[K+:30].[K+:31].[OH2:32]>>[CH3:1][n:2]1[c:3]([C:7](=[O:8])[c:9]2[c:10]([CH3:23])[cH:11][c:12]3[n:13]2[CH2:14][CH2:15][CH:16]3[C:17](=[O:18])[OH:19])[cH:4][cH:5][cH:6]1. Reactants: CC(C)C[Al+]CC(C)C, Cc1ccccc1, [Cl-], ClCCl, N#Cc1c(C(F)(F)F)ccc(F)c1F, [H-], [NH4+], O=S(=O)(O)O. Yields the product O=Cc1c(C(F)(F)F)ccc(F)c1F. As a reaction SMILES: [CH2:16]([Al+:17][CH2:18][CH:19]([CH3:20])[CH3:21])[CH:22]([CH3:23])[CH3:24].[CH3:35][c:36]1[cH:37][cH:38][cH:39][cH:40][cH:41]1.[Cl-:25].[Cl:32][CH2:33][Cl:34].[F:1][c:2]1[c:3]([C:4]#[N:5])[c:6]([C:11]([F:12])([F:13])[F:14])[cH:7][cH:8][c:9]1[F:10].[H-:15].[NH4+:26].[S:27]([OH:28])(=[O:29])(=[O:30])[OH:31]>>[F:1][c:2]1[c:3]([CH:4]=[O:28])[c:6]([C:11]([F:12])([F:13])[F:14])[cH:7][cH:8][c:9]1[F:10]. Starting materials: COC=1C=C(CC2NCCC3=CC(=CC(=C23)OC)OC)C=CC1OC (1-(3,4-Dimethoxy-benzyl)-6,8-dimethoxy-1,2,3,4-tetrahydroisoquinoline), BrCC(=O)Br (2-bromoacetyl bromide), N[C@@H]1CCC2=CC=CC=C12 ((1R)-1-amino-indane). The product is COC=1C=C(CC2N(CCC3=CC(=CC(=C23)OC)OC)CC(=O)N[C@@H]2CCC3=CC=CC=C23)C=CC1OC (2-[1-(3,4-Dimethoxy-benzyl)-6,8-dimethoxy-3,4-dihydro-1H-isoquinolin-2-yl]-N-[(1R)-indan-1-yl]-acetamide). RXN SMILES: [CH3:1][O:2][C:3]1[CH:4]=[C:5]([CH:21]=[CH:22][C:23]=1[O:24][CH3:25])[CH2:6][CH:7]1[C:16]2[C:11](=[CH:12][C:13]([O:19][CH3:20])=[CH:14][C:15]=2[O:17][CH3:18])[CH2:10][CH2:9][NH:8]1.Br[CH2:27][C:28](Br)=[O:29].[NH2:31][C@H:32]1[C:40]2[C:35](=[CH:36][CH:37]=[CH:38][CH:39]=2)[CH2:34][CH2:33]1>>[CH3:1][O:2][C:3]1[CH:4]=[C:5]([CH:21]=[CH:22][C:23]=1[O:24][CH3:25])[CH2:6][CH:7]1[C:16]2[C:11](=[CH:12][C:13]([O:19][CH3:20])=[CH:14][C:15]=2[O:17][CH3:18])[CH2:10][CH2:9][N:8]1[CH2:27][C:28]([NH:31][C@H:32]1[C:40]2[C:35](=[CH:36][CH:37]=[CH:38][CH:39]=2)[CH2:34][CH2:33]1)=[O:29]. Procedure: prepared by reaction of 1-(3,4-Dimethoxy-benzyl)-6,8-dimethoxy-1,2,3,4-tetrahydroisoquinoline and 2-bromoacetyl bromide with (1R)-1-amino-indane The reactants are O=C1Nc2cc(Cl)cc([N+](=O)[O-])c2C1=O, [Na+], [OH-], OO. Yields the product Nc1cc(Cl)cc([N+](=O)[O-])c1C(=O)O. As a reaction SMILES: [Cl:3][c:4]1[cH:5][c:6]([N+:15](=[O:16])[O-:17])[c:7]2[c:11]([cH:12]1)[NH:10][C:9](=[O:13])[C:8]2=[O:14].[Na+:19].[OH-:18].[OH:1][OH:2]>>[O:1]=[C:8]([c:7]1[c:6]([N+:15](=[O:16])[O-:17])[cH:5][c:4]([Cl:3])[cH:12][c:11]1[NH2:10])[OH:14]. The product is CC(=O)N1CCC2(CC1)NC(Cc1ccccc1)C(=O)N2Cc1ccccc1. Starting materials: CC(=O)N1CCC2(CC1)NC(=O)C(Cc1ccccc1)N2, C1CCOC1, ClCc1ccccc1, Cl, [H-], [Na+]. As a reaction SMILES: [C:1]([CH3:2])(=[O:3])[N:4]1[CH2:5][CH2:6][C:7]2([NH:8][CH:9]([CH2:13][c:14]3[cH:15][cH:16][cH:17][cH:18][cH:19]3)[C:10](=[O:12])[NH:11]2)[CH2:20][CH2:21]1.[CH2:33]1[O:34][CH2:35][CH2:36][CH2:37]1.[Cl:24][CH2:25][c:26]1[cH:27][cH:28][cH:29][cH:30][cH:31]1.[ClH:32].[H-:22].[Na+:23]>>[C:1]([CH3:2])(=[O:3])[N:4]1[CH2:5][CH2:6][C:7]2([NH:8][CH:9]([CH2:13][c:14]3[cH:15][cH:16][cH:17][cH:18][cH:19]3)[C:10](=[O:12])[N:11]2[CH2:25][c:26]2[cH:27][cH:28][cH:29][cH:30][cH:31]2)[CH2:20][CH2:21]1.